From a dataset of the Open Reaction Database (ORD), a public repository of structured organic reaction records. describe an organic reaction: reactants, conditions, products, and yield Reactants: O=Cc1cccc(Br)c1, [BH3-]C#N, C1COCCN1, CC(=O)O, CCO, [Na+]. Yields the product Brc1cccc(CN2CCOCC2)c1. Reaction SMILES: [Br:1][c:2]1[cH:3][c:4]([CH:5]=[O:6])[cH:7][cH:8][cH:9]1.[C:20]([BH3-:21])#[N:22].[CH2:10]1[CH2:11][O:12][CH2:13][CH2:14][NH:15]1.[CH3:16][C:17](=[O:18])[OH:19].[CH3:24][CH2:25][OH:26].[Na+:23]>>[Br:1][c:2]1[cH:3][c:4]([CH2:5][N:15]2[CH2:10][CH2:11][O:12][CH2:13][CH2:14]2)[cH:7][cH:8][cH:9]1. Reaction SMILES: [CH3:1][CH:2]([N:4]([CH:17]([CH3:19])[CH3:18])[CH2:5][CH2:6][CH:7]([C:10]1[CH:15]=[CH:14][CH:13]=[CH:12][C:11]=1[Cl:16])[C:8]#[N:9])[CH3:3].C[N:21](C)C=O.[C:25]1(C)[CH:30]=[CH:29][CH:28]=[CH:27][CH:26]=1>O>[CH3:18][CH:17]([N:4]([CH:2]([CH3:1])[CH3:3])[CH2:5][CH2:6][C:7]([C:10]1[CH:15]=[CH:14][CH:13]=[CH:12][C:11]=1[Cl:16])([CH2:25][C:26]1[CH:27]=[CH:28][CH:29]=[CH:30][N:21]=1)[C:8]#[N:9])[CH3:19]. Yields the product CC(C)N(CCC(C#N)(CC1=NC=CC=C1)C1=C(C=CC=C1)Cl)C(C)C (α-[2-[bis(1-methylethyl)amino]ethyl]-α-(2-chlorophenyl)-2-pyridinepropanenitrile). Procedure: The title compound was prepared by the method of Example 1 using 33 g (118 mmole) of α-[2-[bis(1-methylethyl)amino]ethyl]-2-chlorophenylacetonitrile instead of α-[2-[bis(1-methylethyl)amino]ethyl]phenylacetonitrile and dimethylformamide at 45°-50° instead of toluene at 65°-70°. After water was added to quench the reaction, the aqueous dimethylformamide solution was extracted with diethyl ether. The organic phase was separated, washed with water, and extracted into dilute aqueous hydrochloric aci... Solvent: O (water). Starting materials: CC(C)N(CCC(C#N)C1=C(C=CC=C1)Cl)C(C)C (α-[2-[bis(1-methylethyl)amino]ethyl]-2-chlorophenylacetonitrile), CN(C=O)C (dimethylformamide), C1(=CC=CC=C1)C (toluene). Reactants: BrC=C(C)C1=C(C=C(C(=C1)F)F)Cl (1-(1-Bromoprop-1-en-2-yl)-2-chloro-4,5-difluorobenzene), ClC1=CC=2C3C(NC2C=C1)CCN(C3)C (8-Chloro-2-methyl-2,3,4,4a,5,9b-hexahydro-1H-pyrido[4,3-b]indole), N1[C@H](C(=O)O)CCC1 (L-proline), P(=O)([O-])([O-])[O-].[K+].[K+].[K+] (potassium phosphate). Reagents/catalysts: [Cu]I (Copper (I) iodide). The solvent is CN(C)C=O (DMF). Run at time 10 minute. Yields the product ClC1=CC=2C3=C(N(C2C=C1)\C=C(\C)/C1=C(C=C(C(=C1)F)F)Cl)CCN(C3)C ((Z)-8-chloro-5-(2-(2-chloro-4,5-difluorophenyl)prop-1-enyl)-2-methyl-2,3,4,5-tetrahydro-1H-pyrido[4,3-b]indole). RXN SMILES: [Cl:1][C:2]1[CH:10]=[CH:9][C:8]2[NH:7][CH:6]3[CH2:11][CH2:12][N:13]([CH3:15])[CH2:14][CH:5]3[C:4]=2[CH:3]=1.N1CCC[C@H]1C(O)=O.P([O-])([O-])([O-])=O.[K+].[K+].[K+].Br[CH:33]=[C:34]([C:36]1[CH:41]=[C:40]([F:42])[C:39]([F:43])=[CH:38][C:37]=1[Cl:44])[CH3:35]>CN(C=O)C.[Cu]I>[Cl:1][C:2]1[CH:10]=[CH:9][C:8]2[N:7](/[CH:33]=[C:34](\[C:36]3[CH:41]=[C:40]([F:42])[C:39]([F:43])=[CH:38][C:37]=3[Cl:44])/[CH3:35])[C:6]3[CH2:11][CH2:12][N:13]([CH3:15])[CH2:14][C:5]=3[C:4]=2[CH:3]=1 |f:2.3.4.5|. Procedure details: 8-Chloro-2-methyl-2,3,4,4a,5,9b-hexahydro-1H-pyrido[4,3-b]indole (220 mg, 1 mmol) was dissolved in DMF. Copper (I) iodide (19 mg, 0.1 mmol), L-proline (23, 0.2 mmol) and potassium phosphate (424 mg, 2 mmol) were added and the reaction mixture was stirred for 10 min. at RT. 1-(1-Bromoprop-1-en-2-yl)-2-chloro-4,5-difluorobenzene (321 mg, 1.2 mmol) was added dropwise and the reaction mixture was purged with nitrogen. The reaction mixture was heated overnight at 85° C. (prolonged heating in some cas... The reactants are CC(=O)O[BH-](OC(C)=O)OC(C)=O, CC(C)C=O, CC(=O)O, [Na+], O=C(NC(CNCC(Cc1ccccc1)NC(=O)OCc1cncs1)Cc1ccccc1)OCc1cncs1. The product is CC(C)CN(CC(Cc1ccccc1)NC(=O)OCc1cncs1)CC(Cc1ccccc1)NC(=O)OCc1cncs1. Reaction SMILES: [C:49]([O:50][BH-:51]([O:52][C:53](=[O:54])[CH3:55])[O:56][C:57](=[O:58])[CH3:59])(=[O:60])[CH3:61].[CH3:40][CH:41]([CH:42]=[O:43])[CH3:44].[CH3:45][C:46](=[O:47])[OH:48].[Na+:62].[s:1]1[cH:2][n:3][cH:4][c:5]1[CH2:6][O:7][C:8](=[O:9])[NH:10][CH:11]([CH2:12][NH:13][CH2:14][CH:15]([CH2:16][c:17]1[cH:18][cH:19][cH:20][cH:21][cH:22]1)[NH:23][C:24](=[O:25])[O:26][CH2:27][c:28]1[cH:29][n:30][cH:31][s:32]1)[CH2:33][c:34]1[cH:35][cH:36][cH:37][cH:38][cH:39]1>>[s:1]1[cH:2][n:3][cH:4][c:5]1[CH2:6][O:7][C:8](=[O:9])[NH:10][CH:11]([CH2:12][N:13]([CH2:14][CH:15]([CH2:16][c:17]1[cH:18][cH:19][cH:20][cH:21][cH:22]1)[NH:23][C:24](=[O:25])[O:26][CH2:27][c:28]1[cH:29][n:30][cH:31][s:32]1)[CH2:42][CH:41]([CH3:40])[CH3:44])[CH2:33][c:34]1[cH:35][cH:36][cH:37][cH:38][cH:39]1. The reactants are C(C=C)N1C(C2=CC=C(C=C2C(=C1C#N)C1=CC(=CC=C1)F)OC)=O (2-allyl-4-(3-fluorophenyl)-6-methoxy-1-oxo-1,2-dihydroisoquinoline-3-carbonitrile), [C-]#N.[Na+] (NaCN). Solvent: [OH-].[Na+] (NaOH), C(Cl)Cl (CH2Cl2), CS(=O)C (DMSO). Yields the product OC=1C=C2C=C(NC(C2=CC1)=O)C#N (6-hydroxy-1-oxo-1,2-dihydroisoquinoline-3-carbonitrile). RXN SMILES: C([N:4]1[C:13]([C:14]#[N:15])=[C:12](C2C=CC=C(F)C=2)[C:11]2[C:6](=[CH:7][CH:8]=[C:9]([O:23]C)[CH:10]=2)[C:5]1=[O:25])C=C.[C-]#N.[Na+]>CS(C)=O.[OH-].[Na+].C(Cl)Cl>[OH:23][C:9]1[CH:10]=[C:11]2[C:6](=[CH:7][CH:8]=1)[C:5](=[O:25])[NH:4][C:13]([C:14]#[N:15])=[CH:12]2 |f:1.2,4.5|. Procedure details: To a solution of 2-allyl-4-(3-fluorophenyl)-6-methoxy-1-oxo-1,2-dihydroisoquinoline-3-carbonitrile (2.0 g) in 24 mL DMSO was added NaCN (1.47 g). The reaction was heated to 150 C for 6.5 h, then diluted with 1N NaOH and extracted with EtOAc (2×). The organic solutions were extracted once with 1N NaOH. The combine aqueous solutions were acidified with conc. HCl and extracted with EtOAc (3×). All organic solutions were combined and dried (MgSO4), then concentrated to give a dark solid. The solid w... Reactants: [OH-].[K+] (KOH), O (water), OC1(CCOC2=C(C=C(C=C12)OC)Cl)C(=O)N (4-hydroxy-8-chloro-6-methoxychroman-4-yl-carboxylic amide). Run in CC(C)O (i-PrOH). The product is ClC=1C=C(C=C2C(CCOC12)(O)C(=O)O)OC (8-Chloro-4-hydroxy-6-methoxychroman-4-yl-carboxylic Acid). RXN SMILES: [OH-:1].[K+].O.[OH:4][C:5]1([C:18](N)=[O:19])[C:14]2[C:9](=[C:10]([Cl:17])[CH:11]=[C:12]([O:15][CH3:16])[CH:13]=2)[O:8][CH2:7][CH2:6]1>CC(O)C>[Cl:17][C:10]1[CH:11]=[C:12]([O:15][CH3:16])[CH:13]=[C:14]2[C:9]=1[O:8][CH2:7][CH2:6][C:5]2([C:18]([OH:19])=[O:1])[OH:4] |f:0.1|. Reported procedure: KOH (1.2 g; 21 mmol) and water (25 mL) were added to a solution of 4-hydroxy-8-chloro-6-methoxychroman-4-yl-carboxylic amide (0.39 g; 1.5 mmol; from step (iv) above) in i-PrOH (25 mL). The reaction mixture was refluxed overnight, i-PrOH was evaporated and the water solution was washed with ether. The reaction mixture was acidified with HCl (2M) and extracted with ethyl acetate. The organic layer was dried (Na2SO4) and evaporated. Yield: 0.38 mg (97%). Starting materials: BrC=1C=C(C(=O)OC)C=C(C1C)CC1=CC(=CC=C1)F (methyl 3-bromo-5-(3-fluorobenzyl)-4-methylbenzoate), CC(C)C[AlH]CC(C)C (DIBAL-H), C([O-])(O)=O.[Na+] (sodium bicarbonate), CC(=O)OI1(C=2C=CC=CC2C(=O)O1)(OC(=O)C)OC(=O)C (Dess-Martin periodinane). Solvent: ClCCl (dichloromethane), ClCCl (dichloromethane), CCOCC (ether). Reaction conditions: time 1.5 hour. The product is BrC=1C=C(C=O)C=C(C1C)CC1=CC(=CC=C1)F (3-Bromo-5-(3-fluorobenzyl)-4-methylbenzaldehyde). RXN SMILES: [Br:1][C:2]1[CH:3]=[C:4]([CH:9]=[C:10]([CH2:13][C:14]2[CH:19]=[CH:18][CH:17]=[C:16]([F:20])[CH:15]=2)[C:11]=1[CH3:12])[C:5](OC)=[O:6].CC(C[AlH]CC(C)C)C.CC(OI1(OC(C)=O)(OC(C)=O)OC(=O)C2C=CC=CC1=2)=O.C(=O)(O)[O-].[Na+]>ClCCl.CCOCC>[Br:1][C:2]1[CH:3]=[C:4]([CH:9]=[C:10]([CH2:13][C:14]2[CH:19]=[CH:18][CH:17]=[C:16]([F:20])[CH:15]=2)[C:11]=1[CH3:12])[CH:5]=[O:6] |f:3.4|. Reported procedure: To a dichloromethane (0.1 M) solution of methyl 3-bromo-5-(3-fluorobenzyl)-4-methylbenzoate (1 eq.) from the previous step was added DIBAL-H (1.5 M solution in toluene, 2.2 eq.). The resulting solution was stirred at RT for 1.5 h and then carefully quenched with 10% aq. HCl. The aqueous layer was separated and back-extracted with ether. The combined organic extracts were washed further with brine, dried over Na2SO4, filtered and the filtrate concentrated in vacuo. The crude alcohol thus obtained... Reactants: BrC=1C=CC(=C(C#N)C1)I (5-Bromo-2-iodobenzonitrile), solution, [Br-].C(C(C)C)[Zn+] (iso-butylzinc bromide). Reaction conditions: time 48 hour. Yields the product CC(CC1=C(C#N)C=C(C=C1)Br)C (2-(2-Methylpropyl)-5-bromobenzonitrile). RXN SMILES: [Br:1][C:2]1[CH:3]=[CH:4][C:5](I)=[C:6]([CH:9]=1)[C:7]#[N:8].[Br-].[CH2:12]([Zn+])[CH:13]([CH3:15])[CH3:14]>>[CH3:12][CH:13]([CH3:15])[CH2:14][C:5]1[CH:4]=[CH:3][C:2]([Br:1])=[CH:9][C:6]=1[C:7]#[N:8] |f:1.2|. Procedure: 5-Bromo-2-iodobenzonitrile (3.25 mmol) was combined with 6.5 mL of 0.5 M solution of iso-butylzinc bromide, the solution was degassed with argon, 100 mg of tetrakis(triphenylphosphine) palladium was added in one portion and the solution was stirred at rt under argon for 48 h. The solvents were removed under reduced pressure and the residual mixture was purified by column chromatography using Biotage 40L cartridge to obtain the title compound: 1H NMR (500 MHZ, CDCl3) δ 0.97 (d, J=8.5, 6H), 2.00 (... Reactants: C(C)ON=C(C(=O)NC1[C@@H]2N(C(=C(CS2)COC(CC(=O)C)=O)C(=O)O)C1=O)C1=NSC(=N1)N (7-[2-ethoxyimino-2-(5-amino-1,2,4-thiadiazol-3-yl)acetamido]-3-acetoacetoxymethyl-3-cephem-4-carboxylic acid), C([O-])(O)=O.[Na+] (sodium bicarbonate), [I-].[K+] (potassium iodide), C(N)(=O)C1=CC=NC=C1 (4-carbamoyl-pyridine), Cl (hydrochloric acid). Solvent: O (water), C(C)(=O)OCC (ethyl acetate). Conditions: temperature 55 celsius, time 2.75 hour. Product: C(C)ON=C(C(=O)NC1[C@@H]2N(C(=C(CS2)C[N+]2=CC=C(C=C2)C(N)=O)C(=O)[O-])C1=O)C1=NSC(=N1)N (7-[2-ethoxyimino-2-(5-amino-1,2,4-thiadiazol-3 -yl)acetamido]-3-(4-carbamoyl-1-pyridiniomethyl)-3-cephem-4-carboxylate). Isolated yield 31.9%. As a reaction SMILES: [CH2:1]([O:3][N:4]=[C:5]([C:29]1[N:33]=[C:32]([NH2:34])[S:31][N:30]=1)[C:6]([NH:8][CH:9]1[C:27](=[O:28])[N:11]2[C:12]([C:24]([OH:26])=[O:25])=[C:13]([CH2:16]OC(=O)CC(C)=O)[CH2:14][S:15][C@H:10]12)=[O:7])[CH3:2].C(=O)(O)[O-].[Na+].[I-].[K+].[C:42]([C:45]1[CH:50]=[CH:49][N:48]=[CH:47][CH:46]=1)(=[O:44])[NH2:43].Cl>O.C(OCC)(=O)C>[CH2:1]([O:3][N:4]=[C:5]([C:29]1[N:33]=[C:32]([NH2:34])[S:31][N:30]=1)[C:6]([NH:8][CH:9]1[C:27](=[O:28])[N:11]2[C:12]([C:24]([O-:26])=[O:25])=[C:13]([CH2:16][N+:48]3[CH:49]=[CH:50][C:45]([C:42](=[O:44])[NH2:43])=[CH:46][CH:47]=3)[CH2:14][S:15][C@H:10]12)=[O:7])[CH3:2] |f:1.2,3.4|. Procedure: A mixture of 7-[2-ethoxyimino-2-(5-amino-1,2,4-thiadiazol-3-yl)acetamido]-3-acetoacetoxymethyl-3-cephem-4-carboxylic acid (syn isomer) (14.2 g), sodium bicarbonate (2.33 g), potassium iodide (140 g) and 4-carbamoyl-pyridine (5.08 g) in water (140 ml) was stirred for 2.75 hours at 55° C. After cooling, ethyl acetate (100 ml) and 6 N hydrochloric acid were added thereto under stirring to adjust the PH of the mixture to 2. The aqueous layer was separated out, washed with ethyl acetate and concentra...